This data is from the Open Reaction Database (ORD), a public repository of structured organic reaction records. The task is: describe an organic reaction: reactants, conditions, products, and yield The reactants are N (ammonia), C(C)(C)(C)OC(=O)C1=C(C=CC=C1)C1=CC=C(C=C1)CN1C(=NC(=C1C(=O)ON1C(CCC1=O)=O)CO)CCCC (succinimido 1-[(2'-t-butoxycarbonylbiphenyl-4-yl)methyl]-2-butyl-4-hydroxymethylimidazole-5-carboxylate). The solvent is O1CCCC1 (tetrahydrofuran). The product is C(C)(C)(C)OC(=O)C1=C(C=CC=C1)C1=CC=C(C=C1)CN1C(=NC(=C1C(=O)N)CO)CCCC (1-[(2'-t-Butoxycarbonylbiphenyl-4-yl)methyl]-2-butyl-4-hydroxymethylimidazole-5-carboxamide). As a reaction SMILES: [NH3:1].[C:2]([O:6][C:7]([C:9]1[CH:14]=[CH:13][CH:12]=[CH:11][C:10]=1[C:15]1[CH:20]=[CH:19][C:18]([CH2:21][N:22]2[C:26]([C:27](ON3C(=O)CCC3=O)=[O:28])=[C:25]([CH2:37][OH:38])[N:24]=[C:23]2[CH2:39][CH2:40][CH2:41][CH3:42])=[CH:17][CH:16]=1)=[O:8])([CH3:5])([CH3:4])[CH3:3]>O1CCCC1>[C:2]([O:6][C:7]([C:9]1[CH:14]=[CH:13][CH:12]=[CH:11][C:10]=1[C:15]1[CH:16]=[CH:17][C:18]([CH2:21][N:22]2[C:26]([C:27]([NH2:1])=[O:28])=[C:25]([CH2:37][OH:38])[N:24]=[C:23]2[CH2:39][CH2:40][CH2:41][CH3:42])=[CH:19][CH:20]=1)=[O:8])([CH3:3])([CH3:5])[CH3:4]. Procedure: 0.5 ml of concentrated aqueous ammonia was added to a solution of 0.60 g of succinimido 1-[(2'-t-butoxycarbonylbiphenyl-4-yl)methyl]-2-butyl-4-hydroxymethylimidazole-5-carboxylate [prepared as described in step (a) above] in 6 ml of tetrahydrofuran, and the title compound started to separate immediately. The solvent was removed by distillation under reduced pressure, and the resulting residue was washed with diethyl ether and with water, to afford 0.38 g of the title compound as a powder, meltin...